This data is from the Open Reaction Database (ORD), a public repository of structured organic reaction records. The task is: describe an organic reaction: reactants, conditions, products, and yield Reactants: FC1=C(C=CC(=C1)OCCO)NC=1OCC(C1C(=O)OCC)=O (ethyl 2-{[2-fluoro-4-(2-hydroxyethoxy)phenyl]amino}-4-oxo-4,5-dihydrofuran-3-carboxylate), N1C=C(C2=CC=CN=C12)C=O (7-azaindole-3-carboxaldehyde), [OH-].[Na+] (sodium hydroxide). Run in Cl (hydrochloric acid), C(C)O (ethanol), C(C)O (ethanol), C(C)O (ethanol). Product: N1C=C(C=2C1=NC=CC2)C=C2C(C(=C(O2)NC2=C(C=C(C=C2)OCCO)F)C(=O)OCC)=O (Ethyl 5-[(1H-pyrrolo[2,3-b]pyridin-3-yl)methylene]-2-{[2-fluoro-4-(2-hydroxyethoxy)phenyl]amino}-4-oxo-4,5-dihydrofuran-3-carboxylate). The yield is 60.5%. Reaction SMILES: [F:1][C:2]1[CH:7]=[C:6]([O:8][CH2:9][CH2:10][OH:11])[CH:5]=[CH:4][C:3]=1[NH:12][C:13]1[O:14][CH2:15][C:16](=[O:23])[C:17]=1[C:18]([O:20][CH2:21][CH3:22])=[O:19].[NH:24]1[C:32]2[C:27](=[CH:28][CH:29]=[CH:30][N:31]=2)[C:26]([CH:33]=O)=[CH:25]1.[OH-].[Na+]>C(O)C.Cl>[NH:24]1[C:32]2=[N:31][CH:30]=[CH:29][CH:28]=[C:27]2[C:26]([CH:33]=[C:15]2[O:14][C:13]([NH:12][C:3]3[CH:4]=[CH:5][C:6]([O:8][CH2:9][CH2:10][OH:11])=[CH:7][C:2]=3[F:1])=[C:17]([C:18]([O:20][CH2:21][CH3:22])=[O:19])[C:16]2=[O:23])=[CH:25]1 |f:2.3|. Procedure details: To a solution of ethyl 2-{[2-fluoro-4-(2-hydroxyethoxy)phenyl]amino}-4-oxo-4,5-dihydrofuran-3-carboxylate (0.017 g, 0.052 mmol) which similarly prepared according to the procedure described in the Example 29, First step and 7-azaindole-3-carboxaldehyde (0.0075 g, 0.051 mmol) in ethanol (0.2 mL), 2M hydrochloric acid in ethanol (0.052 mL, 0.10 mmol) was added at ambient temperature. The mixture was refluxed for 8.5 h. Cooled with ice bath, 2M sodium hydroxide solution (0.047 mL, 0.094 mmol) was a... Starting materials: [N+](=O)([O-])C=1C=C(C(=O)N=[N+]=[N-])C=C(C1)[N+](=O)[O-] (3,5-dinitrobenzoyl azide), N (ammonia), S(O)(O)(=O)=O (sulfuric acid), ice water. Product: [N+](=O)([O-])C=1C=C(N)C=C(C1)[N+](=O)[O-] (3,5-dinitroaniline). As a reaction SMILES: [N+:1]([C:4]1[CH:5]=[C:6]([CH:12]=[C:13]([N+:15]([O-:17])=[O:16])[CH:14]=1)C(N=[N+]=[N-])=O)([O-:3])=[O:2].S(=O)(=O)(O)O.[NH3:23]>>[N+:1]([C:4]1[CH:5]=[C:6]([CH:12]=[C:13]([N+:15]([O-:17])=[O:16])[CH:14]=1)[NH2:23])([O-:3])=[O:2]. Procedure details: The 3,5-dinitrobenzoyl azide thus obtained (5 g., 0.021 mol) was heated gently in 20 ml. of concentrated sulfuric acid until nitrogen evolution was complete. The resulting solution was poured over 200 ml. of ice/water and then made basic to pH 10 with concentrated aqueous ammonia solution. The solid was filtered to give 3,5-dinitroaniline. Reactants: FC1=CC=C(CBr)C=C1 (p-fluorobenzyl bromide), CC=1C=C2C=3C(CCCC3NC2=CC1)=O (6-Methyl-1,2,3,9-tetrahydro-4H-carbazol-4-one), CCCCC (pentane), [H-].[Na+] (NaH). Run in CN(C)C=O (DMF), CN(C)C=O (DMF). Conditions: time 20 minute. Product: FC1=CC=C(CN2C3=CC=C(C=C3C=3C(CCCC23)=O)C)C=C1 (9-(4-Fluorobenzyl)-6-methyl-1,2,3,9-tetrahydro-4H-carbazol-4-one). Yield: 66.3%. Reaction SMILES: [CH3:1][C:2]1[CH:3]=[C:4]2[C:12](=[CH:13][CH:14]=1)[NH:11][C:10]1[CH2:9][CH2:8][CH2:7][C:6](=[O:15])[C:5]2=1.CCCCC.[H-].[Na+].[F:23][C:24]1[CH:31]=[CH:30][C:27]([CH2:28]Br)=[CH:26][CH:25]=1>CN(C=O)C>[F:23][C:24]1[CH:31]=[CH:30][C:27]([CH2:28][N:11]2[C:10]3[CH2:9][CH2:8][CH2:7][C:6](=[O:15])[C:5]=3[C:4]3[C:12]2=[CH:13][CH:14]=[C:2]([CH3:1])[CH:3]=3)=[CH:26][CH:25]=1 |f:2.3|. Procedure details: 6-Methyl-1,2,3,9-tetrahydro-4H-carbazol-4-one (0.5457 g, 0.027 mol) is added to a slurry of pentane-washed NaH (0.1369 g, 0.0034 mol) in DMF (3 mL) and after stirring for 20 min, p-fluorobenzyl bromide (0.42 mL, 0.0034 mol) is added, followed by additional DMF (2 mL). After the slurry had stirred for 2.5 h, it is partitioned between water and ethyl acetate. The combined organic layers are washed with water, dried over sodium sulfate and concentrated to dryness. The resulting solids are chromatog...